From a dataset of the Open Reaction Database (ORD), a public repository of structured organic reaction records. describe an organic reaction: reactants, conditions, products, and yield As a reaction SMILES: [CH3:20][N:21]([CH3:22])[CH:23]=[O:24].[Cl:15][CH2:16][CH2:17][S:18][CH3:19].[H-:1].[NH2:3][c:4]1[cH:5][c:6]([OH:14])[c:7]([C:8](=[O:9])[OH:10])[cH:11][c:12]1[Cl:13].[Na+:2]>>[NH2:3][c:4]1[cH:5][c:6]([O:14][CH2:16][CH2:17][S:18][CH3:19])[c:7]([C:8](=[O:9])[OH:10])[cH:11][c:12]1[Cl:13]. Reactants: CN(C)C=O, CSCCCl, [H-], Nc1cc(O)c(C(=O)O)cc1Cl, [Na+]. The product is CSCCOc1cc(N)c(Cl)cc1C(=O)O. Starting materials: CC(=O)CCC(=O)O, CCCCCCN, [NH4+], O. The product is CCCCCCN1C(=O)CCC1C. Reaction SMILES: [C:2]([CH2:3][CH2:4][C:5]([CH3:7])=[O:8])(=[O:6])[OH:9].[CH2:10]([CH2:11][CH2:12][CH2:13][CH2:14][CH3:15])[NH2:16].[NH4+:1].[OH2:17]>>[C:2]1(=[O:9])[CH2:3][CH2:4][CH:5]([CH3:7])[N:16]1[CH2:10][CH2:11][CH2:12][CH2:13][CH2:14][CH3:15]. As a reaction SMILES: [C:1]1([C:13]2[CH:18]=[CH:17][CH:16]=[CH:15][CH:14]=2)[CH:6]=[CH:5][CH:4]=[CH:3][C:2]=1[O:7][CH2:8][CH:9]([OH:12])[CH2:10][NH2:11].OC(COC1C2C(=CC=CC=2)C=CC=1)CN[C:23]1[N:31]=[CH:30][N:29]=[C:28]2[C:24]=1[N:25]=[CH:26][NH:27]2>>[C:1]1([C:13]2[CH:18]=[CH:17][CH:16]=[CH:15][CH:14]=2)[CH:6]=[CH:5][CH:4]=[CH:3][C:2]=1[O:7][CH2:8][CH:9]([OH:12])[CH2:10][NH:11][C:23]1[N:31]=[CH:30][N:29]=[C:28]2[C:24]=1[N:25]=[CH:26][NH:27]2. Yields the product C1(=C(C=CC=C1)OCC(CNC1=C2N=CNC2=NC=N1)O)C1=CC=CC=C1 (N6 -{3-[(1,1'-biphenyl)-2-yloxy]-2-hydroxypropyl}-9H-purin-6-amine). Procedure details: By substituting 3-[(1,1'-biphenyl)-2-yloxy]-2-hydroxypropylamine (4.88 g, 0.0174 moles) for the starting material of Example 2 and following the method of Example 2, the desired compound is obtained. The reactants are C1(=C(C=CC=C1)OCC(CN)O)C1=CC=CC=C1 (3-[(1,1'-biphenyl)-2-yloxy]-2-hydroxypropylamine), OC(CNC1=C2N=CNC2=NC=N1)COC1=CC=CC2=CC=CC=C12 (N6 -[2-hydroxy-3-(1-naphthalenyloxy)propyl]-9H-purin-6-amine). Reactants: COC=1C=C(C=C(C1)OC)C(C)CCCC1=CC=C(C=C1)F (2-(3,5-dimethoxyphenyl)-5-(p-fluorophenyl)pentane), [H][H] (hydrogen), C(C)(=O)O (acetic acid), Br (HBr). Solvent: O (water). Run at time 17 hour. The product is OC=1C=C(C=C(C1)O)C(C)CCCC1=CC=C(C=C1)F (2-(3,5-Dihydroxyphenyl)-5-(p-Fluorophenyl)Pentane). As a reaction SMILES: C[O:2][C:3]1[CH:4]=[C:5]([CH:11]([CH2:13][CH2:14][CH2:15][C:16]2[CH:21]=[CH:20][C:19]([F:22])=[CH:18][CH:17]=2)[CH3:12])[CH:6]=[C:7]([O:9]C)[CH:8]=1.C(O)(=O)C.Br.[H][H]>O>[OH:2][C:3]1[CH:4]=[C:5]([CH:11]([CH2:13][CH2:14][CH2:15][C:16]2[CH:17]=[CH:18][C:19]([F:22])=[CH:20][CH:21]=2)[CH3:12])[CH:6]=[C:7]([OH:9])[CH:8]=1. Reported procedure: Fifty grams of the above-prepared 2-(3,5-dimethoxyphenyl)-5-(p-fluorophenyl)pentane, 450 ml. of acetic acid and 180 ml. of 48% HBr in water were mixed. While cooling, the mixture was saturated with hydrogen gas (approximately one-half hour). The reaction was placed in an 87° bath and stirred for 17 hours. The reaction was then concentrated in vacuo and the residue neutralized with K2CO3 and NaHCO3, extracted with ether, treated with charcoal and MgSO4 and filtered to yield 45 g. of 2-(3,5-dihydr... Reaction SMILES: [C:1](CC(N)=O)(=S)[C:2]1[CH:7]=[CH:6][CH:5]=[CH:4][CH:3]=1.Cl.Cl.[NH2:15][CH:16]([CH2:32][CH:33]1[CH2:38][CH2:37][CH2:36][CH2:35][CH2:34]1)[C:17]([NH:19][C:20]1([C:30]#[N:31])[CH2:24][CH2:23][N:22]([CH:25]([CH2:28][CH3:29])[CH2:26][CH3:27])[CH2:21]1)=[O:18]>>[C:17]([N:19]=[C:1]([NH:15][CH:16]([CH2:32][CH:33]1[CH2:34][CH2:35][CH2:36][CH2:37][CH2:38]1)[C:17]([NH:19][C:20]1([C:30]#[N:31])[CH2:24][CH2:23][N:22]([CH:25]([CH2:28][CH3:29])[CH2:26][CH3:27])[CH2:21]1)=[O:18])[C:2]1[CH:3]=[CH:4][CH:5]=[CH:6][CH:7]=1)(=[O:18])[CH3:16] |f:1.2.3|. Reported procedure: The title compound was prepared starting from thiobenzoyl acetamide and 2-amino-N-[3-cyano-1-(1-ethyl-propyl)-pyrrolidin-3-yl]-3-cyclohexyl-propionamide bis hydrochloride salt according to the procedure from Example 1, step b, except that the compound was purified by HPLC using a 20×250 mm C18 reverse phase column with the method being 20% acetonitrile in water to 90% acetonitrile in water. MS, m/z 480=M+1. The product is C(C)(=O)N=C(C1=CC=CC=C1)NC(C(=O)NC1(CN(CC1)C(CC)CC)C#N)CC1CCCCC1 (2-[(Acetylimino-phenyl-methyl)-amino]-N-[3-cyano-1-(1-ethyl-propyl)-pyrrolidin-3-yl]-3-cyclohexyl-propionamide). The reactants are C(C1=CC=CC=C1)(=S)CC(=O)N (thiobenzoyl acetamide), Cl.Cl.NC(C(=O)NC1(CN(CC1)C(CC)CC)C#N)CC1CCCCC1 (2-amino-N-[3-cyano-1-(1-ethyl-propyl)-pyrrolidin-3-yl]-3-cyclohexyl-propionamide bis hydrochloride salt). The reactants are C(C)S(=O)(=O)CCC=1C=C2C(=CNC2=CC1)C[C@@H]1NCCC1 (5-(2-ethylsulphonylethyl)-3-(2(R)-pyrrolidinylmethyl)-1H-indole), C1(OCCO1)=O (ethylene carbonate). Solvent: CN(C=O)C (dimethylformamide). Run at temperature 120 celsius. Yields the product C(C)S(=O)(=O)CCC=1C=C2C(=CNC2=CC1)C[C@@H]1N(CCC1)CCO (5-(2-Ethylsulphonylethyl)-3-[N-(2-hydroxyethyl)-2(R)pyrrolidinylmethyl]-1H-indole). Reaction SMILES: [CH2:1]([S:3]([CH2:6][CH2:7][C:8]1[CH:9]=[C:10]2[C:14](=[CH:15][CH:16]=1)[NH:13][CH:12]=[C:11]2[CH2:17][C@H:18]1[CH2:22][CH2:21][CH2:20][NH:19]1)(=[O:5])=[O:4])[CH3:2].C1(=O)O[CH2:26][CH2:25][O:24]1>CN(C)C=O>[CH2:1]([S:3]([CH2:6][CH2:7][C:8]1[CH:9]=[C:10]2[C:14](=[CH:15][CH:16]=1)[NH:13][CH:12]=[C:11]2[CH2:17][C@H:18]1[CH2:22][CH2:21][CH2:20][N:19]1[CH2:26][CH2:25][OH:24])(=[O:5])=[O:4])[CH3:2]. Procedure details: To a stirred solution of 5-(2-ethylsulphonylethyl)-3-(2(R)-pyrrolidinylmethyl)-1H-indole (Preparation 5; 350 mg, 1.1 mmol) in dry dimethylformamide (10 ml) at room temperature under nitrogen was added ethylene carbonate (160 mg, 1.8 mmol). The mixture was heated at 120° C. for 18 hours, allowed to cool, then partitioned between ethyl acetate and water. The organic phase was separated, washed with water (3×), dried (Na2SO4) and evaporated under reduced pressure to give a foam. Purification by col...